From a dataset of the Open Reaction Database (ORD), a public repository of structured organic reaction records. describe an organic reaction: reactants, conditions, products, and yield Starting materials: Cl (hydrochloric acid), ClC(=CC=C(C)C)Cl (1,1-dichloro-4-methylpenta-1,3-diene), BrC(C(=O)OCC)C#N (ethyl bromocyanoacetate), C([O-])([O-])=O.[Ca+2] (calcium carbonate), [Ca] (calcium), [Cl-].[Na+] (sodium chloride). The reagents and catalysts are [Cu] (copper). The solvent is C(C)(=O)OCCCC (butyl acetate), O (water), O (water). Run at temperature 80 celsius, time 6 hour. The product is C(C)OC(=O)C1(C(C1C=C(Cl)Cl)(C)C)C#N (ethyl-1-cyano-3-(2',2'-dichlorovinyl)-2,2-dimethylcyclopropane-1-carboxylate). RXN SMILES: [Cl:1][C:2]([Cl:8])=[CH:3][CH:4]=[C:5]([CH3:7])[CH3:6].Br[CH:10]([C:16]#[N:17])[C:11]([O:13][CH2:14][CH3:15])=[O:12].C(=O)([O-])[O-].[Ca+2].[Ca].[Cl-].[Na+].Cl>[Cu].C(OCCCC)(=O)C.O>[CH2:14]([O:13][C:11]([C:10]1([C:16]#[N:17])[CH:4]([CH:3]=[C:2]([Cl:8])[Cl:1])[C:5]1([CH3:7])[CH3:6])=[O:12])[CH3:15] |f:2.3,5.6|. Reported procedure: A mixture of 1,1-dichloro-4-methylpenta-1,3-diene (30.2 parts), ethyl bromocyanoacetate (38.4 parts), calcium carbonate (20 parts), copper catalyst, phase transfer catalyst and calcium or sodium chloride (each as indicated in the table below) and water (100 parts) is heated at 80° C. and held at 80° C. for 6 hours. The reaction mixture is cooled and stirred with water (100 parts), butyl acetate (100 parts by volume) and concentrated hydrochloric acid (100 parts by volume). The mixture is filtere... The reactants are CCOC(C)=O, CCCCCC, CCCCCC=Cc1c(C(C)C)nc(C(C)C)c(CO)c1-c1ccc(F)cc1. Product: CCCCCCCc1c(C(C)C)nc(C(C)C)c(CO)c1-c1ccc(F)cc1. RXN SMILES: [C:35]([O:36][CH2:37][CH3:38])(=[O:39])[CH3:40].[CH3:29][CH2:30][CH2:31][CH2:32][CH2:33][CH3:34].[CH:1]([CH3:2])([CH3:3])[c:4]1[n:5][c:6]([CH:26]([CH3:27])[CH3:28])[c:7]([CH:19]=[CH:20][CH2:21][CH2:22][CH2:23][CH2:24][CH3:25])[c:8](-[c:12]2[cH:13][cH:14][c:15]([F:18])[cH:16][cH:17]2)[c:9]1[CH2:10][OH:11]>>[CH:1]([CH3:2])([CH3:3])[c:4]1[n:5][c:6]([CH:26]([CH3:27])[CH3:28])[c:7]([CH2:19][CH2:20][CH2:21][CH2:22][CH2:23][CH2:24][CH3:25])[c:8](-[c:12]2[cH:13][cH:14][c:15]([F:18])[cH:16][cH:17]2)[c:9]1[CH2:10][OH:11]. Reactants: Br, CC(=O)O, ClC(Cl)Cl, CCCCCCCCCCCCCCOc1ccc(NC(=O)Nc2cccc(CO)c2)cc1. Product: CCCCCCCCCCCCCCOc1ccc(NC(=O)Nc2cccc(CBr)c2)cc1. As a reaction SMILES: [BrH:34].[CH3:35][C:36](=[O:37])[OH:38].[CH:39]([Cl:40])([Cl:41])[Cl:42].[OH:1][CH2:2][c:3]1[cH:4][c:5]([NH:9][C:10](=[O:11])[NH:12][c:13]2[cH:14][cH:15][c:16]([O:19][CH2:20][CH2:21][CH2:22][CH2:23][CH2:24][CH2:25][CH2:26][CH2:27][CH2:28][CH2:29][CH2:30][CH2:31][CH2:32][CH3:33])[cH:17][cH:18]2)[cH:6][cH:7][cH:8]1>>[CH2:2]([c:3]1[cH:4][c:5]([NH:9][C:10](=[O:11])[NH:12][c:13]2[cH:14][cH:15][c:16]([O:19][CH2:20][CH2:21][CH2:22][CH2:23][CH2:24][CH2:25][CH2:26][CH2:27][CH2:28][CH2:29][CH2:30][CH2:31][CH2:32][CH3:33])[cH:17][cH:18]2)[cH:6][cH:7][cH:8]1)[Br:34]. Reactants: [N+](=O)([O-])C1=C(C=CC=C1)C (o-nitrotoluene), C(C)(=O)O (acetic acid). Solvent: O (water). Product: NC=1C(=CC=CC1)C (o-toluidine), CC1=C(N)C=CC(=C1)OC (2-methyl-4-methoxyaniline). Yield: 76.6%. As a reaction SMILES: [N+:1]([C:4]1[CH:9]=[CH:8][CH:7]=[CH:6][C:5]=1[CH3:10])([O-])=O.[C:11](O)(=[O:13])C>O>[NH2:1][C:4]1[C:5]([CH3:10])=[CH:6][CH:7]=[CH:8][CH:9]=1.[CH3:10][C:5]1[CH:6]=[C:7]([O:13][CH3:11])[CH:8]=[CH:9][C:4]=1[NH2:1]. Procedure: The same catalytic reduction reaction as in Example 1 was carried out except that o-nitrotoluene was used in an amount of 68.6 g (0.5 mole), and 68.6 g of glacial acetic acid was used instead of distilled water. The reaction required a period of 220 minutes with the absorption of 26.4 liters of hydrogen until its termination. The reaction solution was worked up in the same way as in Example 1 to give 9.0 g of o-toluidine and 53.1 g (yield 76.6%) of 2-methyl-4-methoxyaniline. The 2-methyl-4-metho... Reactants: C=COC(=O)C(C)(C)C, C=CC(=C)CCC=C(C)C, CO, O. Yields the product C=CC(CC=COC(=O)C(C)(C)C)CCC=C(C)C. Reaction SMILES: [C:11]([C:12]([CH3:13])([CH3:14])[CH3:15])(=[O:16])[O:17][CH:18]=[CH2:19].[CH3:1][C:2]([CH3:3])=[CH:4][CH2:5][CH2:6][C:7](=[CH2:8])[CH:9]=[CH2:10].[CH3:20][OH:21].[OH2:22]>>[CH3:1][C:2]([CH3:3])=[CH:4][CH2:5][CH2:6][CH:7]([CH2:8][CH:19]=[CH:18][O:17][C:11]([C:12]([CH3:13])([CH3:14])[CH3:15])=[O:16])[CH:9]=[CH2:10]. The reactants are O=C1CCC(=O)N1Br, COC(=O)C(Cl)Cc1cc(-c2ncc(C(F)(F)F)cc2Cl)ccc1Cl, ClC(Cl)(Cl)Cl. Yields the product FC(F)(F)c1cnc(-c2ccc(Cl)c(CBr)c2)c(Cl)c1. RXN SMILES: [Br:26][N:27]1[C:28](=[O:29])[CH2:30][CH2:31][C:32]1=[O:33].[Cl:1][c:2]1[c:3](-[c:12]2[cH:13][c:14]([CH2:19][CH:20]([Cl:21])[C:22]([O:23][CH3:24])=[O:25])[c:15]([Cl:18])[cH:16][cH:17]2)[n:4][cH:5][c:6]([C:8]([F:9])([F:10])[F:11])[cH:7]1.[Cl:34][C:35]([Cl:36])([Cl:37])[Cl:38]>>[Cl:1][c:2]1[c:3](-[c:12]2[cH:13][c:14]([CH2:19][Br:26])[c:15]([Cl:18])[cH:16][cH:17]2)[n:4][cH:5][c:6]([C:8]([F:9])([F:10])[F:11])[cH:7]1. The reactants are NCC1=CN=C(S1)Br (5-(aminomethyl)-2-bromothiazole), CNC(SC)=N[N+](=O)[O-] (1,2-dimethyl-3-nitroisothiourea), cuprous bromide, C([O-])([O-])=O.[K+].[K+] (potassium carbonate). The solvent is C(C)#N (acetonitrile). Conditions: temperature 60 celsius, time 45 minute. Product: BrC=1SC(=CN1)CNC(=N[N+](=O)[O-])NC (1-(2-bromo-5-thiazolylmethyl)-3-methyl-2-nitroguanidine). As a reaction SMILES: [NH2:1][CH2:2][C:3]1[S:7][C:6]([Br:8])=[N:5][CH:4]=1.[CH3:9][NH:10][C:11](=[N:14][N+:15]([O-:17])=[O:16])SC.C(=O)([O-])[O-].[K+].[K+]>C(#N)C>[Br:8][C:6]1[S:7][C:3]([CH2:2][NH:1][C:11]([NH:10][CH3:9])=[N:14][N+:15]([O-:17])=[O:16])=[CH:4][N:5]=1 |f:2.3.4|. Procedure: A mixture of 0.39g of 5-(aminomethyl)-2-bromothiazole, 0.30g of 1,2-dimethyl-3-nitroisothiourea, 0.58g of cuprous bromide, 0.55g of anhydrous potassium carbonate and 4ml of dry acetonitrile was stirred in an oil bath of 60° C. for 45 minutes. The reaction mixture was purified by a column chromatography [developing solvent: dichloromethane-methanol (10:1)] to obtain 1-(2-bromo-5-thiazolylmethyl)-3-methyl-2-nitroguanidine (Compound No. 39), as white solid.